Dataset: the Open Reaction Database (ORD), a public repository of structured organic reaction records. Task: describe an organic reaction: reactants, conditions, products, and yield Reactants: C(CC)(=O)O (propionic acid), flavin mononucleotide, C(CO)(=O)O (glycolic acid), C(CN)N (ethylenediamine). Run in solution. Reaction conditions: temperature 15 celsius, time 377 hour. Product: C(C=O)(=O)O (glyoxylic acid), C(C(=O)O)(=O)O (oxalic acid). RXN SMILES: [C:1]([OH:5])(=[O:4])[CH2:2][OH:3].C(N)CN.C(O)(=[O:13])CC>>[C:1]([OH:5])(=[O:4])[CH:2]=[O:3].[C:2]([OH:13])(=[O:3])[C:1]([OH:5])=[O:4]. Procedure details: Into a Kontes Airlift Bioreactor was placed 400 mL of a solution of 0.75M glycolic acid, 0.86M ethylenediamine, 0.075M propionic acid (HPLC internal standard), and 0.01 mM flavin mononucleotide (pH 9.0). Wet oxygen was bubbled through the solution in the bioreactor, and a peristaltic pump was used to recirculate the oxygenated solution (at 40 mL/min) from the bioreactor through a jacketed 1-cm ID×30-cm chromatography column containing spinach glycolate oxidase (13.9 IU) and Aspergillus niger cat...